Task: describe an organic reaction: reactants, conditions, products, and yield. Dataset: the Open Reaction Database (ORD), a public repository of structured organic reaction records Reactants: CC(C)(C)OC(=O)NC1CCC(N)C1, O=C([O-])[O-], Cc1ccc(F)c([N+](=O)[O-])c1, [K+], [K+], CN(C)C=O. Yields the product Cc1ccc(NC2CCC(NC(=O)OC(C)(C)C)C2)c([N+](=O)[O-])c1. RXN SMILES: [C:1]([CH3:2])([CH3:3])([CH3:4])[O:5][C:6]([NH:7][CH:8]1[CH2:9][CH:10]([NH2:13])[CH2:11][CH2:12]1)=[O:14].[C:26](=[O:27])([O-:28])[O-:29].[F:15][c:16]1[c:17]([N+:23](=[O:24])[O-:25])[cH:18][c:19]([CH3:22])[cH:20][cH:21]1.[K+:30].[K+:31].[O:32]=[CH:33][N:34]([CH3:35])[CH3:36]>>[C:1]([CH3:2])([CH3:3])([CH3:4])[O:5][C:6]([NH:7][CH:8]1[CH2:9][CH:10]([NH:13][c:16]2[c:17]([N+:23](=[O:24])[O-:25])[cH:18][c:19]([CH3:22])[cH:20][cH:21]2)[CH2:11][CH2:12]1)=[O:14]. The reactants are ClC1=CC(=C(C(=O)O)C=C1)O (4-chloro-2-hydroxybenzoic acid), S(=O)(Cl)Cl (thionyl chloride), CO (methanol). Yields the product ClC1=CC(=C(C(=O)OC)C=C1)O (methyl 4-chloro-2-hydroxybenzoate). Yield: 95.0%. As a reaction SMILES: [Cl:1][C:2]1[CH:10]=[CH:9][C:5]([C:6]([OH:8])=[O:7])=[C:4]([OH:11])[CH:3]=1.S(Cl)(Cl)=O.[CH3:16]O>>[Cl:1][C:2]1[CH:10]=[CH:9][C:5]([C:6]([O:8][CH3:16])=[O:7])=[C:4]([OH:11])[CH:3]=1. Procedure details: To a solution of 4-chloro-2-hydroxybenzoic acid (20 g, 115.90 mmol) in methanol (500 mL) was added thionyl chloride (26 mL). After refluxing for 3 h, the reaction mixture was concentrated under vacuum, dissolved in petroleum ether (300 mL) and filtered to give methyl 4-chloro-2-hydroxybenzoate as a white solid (21 g, 95%).